This data is from the Open Reaction Database (ORD), a public repository of structured organic reaction records. The task is: describe an organic reaction: reactants, conditions, products, and yield Starting materials: C1=CC=C2C(=C1)C(=O)C(C2=O)(O)O (Ninhydrin), CC1=C(C(=CC=C1)C)O (2,6-dimethylphenol). Run in C(C)(=O)O (acetic acid). Yields the product OC1(C(C2=CC=CC=C2C1=O)=O)C1=CC(=C(C(=C1)C)O)C (2-Hydroxy-2-(4-hydroxy-3,5-dimethyl-phenyl)-indan-1,3-dione). Yield: 19.6%. Reaction SMILES: [CH:1]1[CH:6]=[C:5]2[C:7]([C:9]([OH:13])(O)[C:10](=[O:11])[C:4]2=[CH:3][CH:2]=1)=[O:8].[CH3:14][C:15]1[CH:20]=[CH:19][CH:18]=[C:17]([CH3:21])[C:16]=1[OH:22]>C(O)(=O)C>[OH:13][C:9]1([C:19]2[CH:18]=[C:17]([CH3:21])[C:16]([OH:22])=[C:15]([CH3:14])[CH:20]=2)[C:10](=[O:11])[C:4]2[C:5](=[CH:6][CH:1]=[CH:2][CH:3]=2)[C:7]1=[O:8]. Procedure details: Ninhydrin (1.00 g, 5.61 mmol) and 2,6-dimethylphenol (686 mg, 5.61 mmol) was dissolved in acetic acid (15 ml), and this solution was heated for 13 hrs. The reaction mixture was concentrated, and extracted with dichloromethane, and then concentrated organic layer was purified using column chromatography (ethylacetate:hexane=1:2) to afford the title compound (0.31 g, 20%). The reactants are N1(CCCCC1)CCCOC1=CC=C(C=O)C=C1 (4-(3-Piperidin-1-yl-propoxy)-benzaldehyde), N1CCC(CC1)N1CCC2=CC=CC=C12 (1-piperidin-4-yl-2,3-dihydro-1H-indole), C(C)(=O)O[BH-](OC(C)=O)OC(C)=O.[Na+] (sodium triacetoxyborohydride), C(Cl)Cl (DCM), [OH-].[Na+] (sodium hydroxide). Conditions: time 16 hour. Yields the product N.C(Cl)Cl (ammonia DCM), N1(CCCCC1)CCCOC1=CC=C(CN2CCC(CC2)N2CCC3=CC=CC=C23)C=C1 (1-{1-[4-(3-Piperidin-1-yl-propoxy)-benzyl]-piperidin-4-yl}-2,3-dihydro-1H-indole). Isolated yield 1.0%. Reaction SMILES: [N:1]1([CH2:7][CH2:8][CH2:9][O:10][C:11]2[CH:18]=[CH:17][C:14]([CH:15]=O)=[CH:13][CH:12]=2)[CH2:6][CH2:5][CH2:4][CH2:3][CH2:2]1.[NH:19]1[CH2:24][CH2:23][CH:22]([N:25]2[C:33]3[C:28](=[CH:29][CH:30]=[CH:31][CH:32]=3)[CH2:27][CH2:26]2)[CH2:21][CH2:20]1.C(O[BH-](OC(=O)C)OC(=O)C)(=O)C.[Na+].[OH-].[Na+].[CH2:50]([Cl:52])[Cl:51]>>[NH3:1].[CH2:50]([Cl:52])[Cl:51].[N:1]1([CH2:7][CH2:8][CH2:9][O:10][C:11]2[CH:18]=[CH:17][C:14]([CH2:15][N:19]3[CH2:24][CH2:23][CH:22]([N:25]4[C:33]5[C:28](=[CH:29][CH:30]=[CH:31][CH:32]=5)[CH2:27][CH2:26]4)[CH2:21][CH2:20]3)=[CH:13][CH:12]=2)[CH2:6][CH2:5][CH2:4][CH2:3][CH2:2]1 |f:2.3,4.5,7.8|. Procedure: A solution of the product of Example 9 (112 mg) and 1-piperidin-4-yl-2,3-dihydro-1H-indole*2TFA (194 mg) in DCM (2 mL) was treated with sodium triacetoxyborohydride (150 mg). After 16 h, the resulting mixture was treated with 10% sodium hydroxide (5 mL) and extracted with DCM (3×10 mL). The combined organic phases were dried (sodium sulfate) and evaporated. Chromatography of the residue (1-5% 2 M methanolic ammonia/DCM) gave the title compound as a colorless oil (78 mg). 1H NMR (400 MHz, CDCl3):... The reactants are CC1=NC(C(N1CCC1=CC=C(C=C1)[N+](=O)[O-])=O)(C1=CC=CC=C1)C1=CC=CC=C1 (2-methyl-3-[2-(4-nitro-phenyl)-ethyl]-5,5-diphenyl-3,5-dihydro-imidazol-4-one), O.O.Cl[Sn]Cl (SnCl2.2H2O). Solvent: C(C)O (ethanol), O (water), N (ammonia). Run at temperature 50 celsius. The product is NC1=CC=C(C=C1)CCN1C(=NC(C1=O)(C1=CC=CC=C1)C1=CC=CC=C1)C (3-[2-(4-amino-phenyl)-ethyl]-2-methyl-5,5-diphenyl-3,5-dihydro-imidazol-4-one). The yield is 97.4%. RXN SMILES: [CH3:1][C:2]1[N:6]([CH2:7][CH2:8][C:9]2[CH:14]=[CH:13][C:12]([N+:15]([O-])=O)=[CH:11][CH:10]=2)[C:5](=[O:18])[C:4]([C:25]2[CH:30]=[CH:29][CH:28]=[CH:27][CH:26]=2)([C:19]2[CH:24]=[CH:23][CH:22]=[CH:21][CH:20]=2)[N:3]=1.O.O.Cl[Sn]Cl>C(O)C.O.N>[NH2:15][C:12]1[CH:11]=[CH:10][C:9]([CH2:8][CH2:7][N:6]2[C:5](=[O:18])[C:4]([C:19]3[CH:20]=[CH:21][CH:22]=[CH:23][CH:24]=3)([C:25]3[CH:30]=[CH:29][CH:28]=[CH:27][CH:26]=3)[N:3]=[C:2]2[CH3:1])=[CH:14][CH:13]=1 |f:1.2.3|. Procedure: A mixture of 2-methyl-3-[2-(4-nitro-phenyl)-ethyl]-5,5-diphenyl-3,5-dihydro-imidazol-4-one (205 mg, 0.5 mmol) and SnCl2.2H2O (591 mg, 2.6 mmol) in 10 mL ethanol is heated to 50° C. for 5 hours. The reaction mixture is cooled to room temperature, diluted with water and aqueous ammonia is added to reach pH 8-9. The mixture is filtered, the filtrate evaporated and the residue purified by flash chromatography. ISCO Companion CombiFlash, 12 g silica gel, methylene chloride/ethanol to yield 3-[2-(4-am... The reactants are CC(C)(C)O, CC(C)(C)CC(C)(C)c1ccc(O)cc1, O=C(O)C(F)(F)F, O. Product: CC(C)(C)CC(C)(C)c1ccc(O)c(C(C)(C)C)c1. Reaction SMILES: [C:16]([CH3:17])([CH3:18])([CH3:19])[OH:20].[C:1]([CH3:2])([CH3:3])([CH2:4][C:5]([CH3:6])([CH3:7])[CH3:8])[c:9]1[cH:10][cH:11][c:12]([OH:15])[cH:13][cH:14]1.[F:21][C:22]([F:23])([F:24])[C:25]([OH:26])=[O:27].[OH2:28]>>[C:1]([CH3:2])([CH3:3])([CH2:4][C:5]([CH3:6])([CH3:7])[CH3:8])[c:9]1[cH:10][cH:11][c:12]([OH:15])[c:13]([C:16]([CH3:17])([CH3:18])[CH3:19])[cH:14]1. The reactants are CN(C)c1cccc(COS(C)(=O)=O)c1Cl, [N-]=[N+]=[N-], [Na+], CN(C)C=O. Yields the product CN(C)c1cccc(CN=[N+]=[N-])c1Cl. RXN SMILES: [Cl:1][c:2]1[c:3]([CH2:4][O:5][S:6]([CH3:7])(=[O:8])=[O:9])[cH:10][cH:11][cH:12][c:13]1[N:14]([CH3:15])[CH3:16].[N-:18]=[N+:19]=[N-:20].[Na+:17].[O:21]=[CH:22][N:23]([CH3:24])[CH3:25]>>[Cl:1][c:2]1[c:3]([CH2:4][N:18]=[N+:19]=[N-:20])[cH:10][cH:11][cH:12][c:13]1[N:14]([CH3:15])[CH3:16]. Reactants: COP(OC)(=O)CC(C(CCCC)(F)F)=O (dimethyl(3,3-difluoro-2-oxoheptyl)phosphonate), C(C1=CC=CC=C1)O[C@H]1[C@@H]([C@H](C(C1)=O)C\C=C/CCCC(=O)OCC1=CC=CC=C1)C=O ((5Z)-benzyl 7-[(1R,2R,3R)-3-benzyloxy-2-formyl-5-oxocyclopentyl]hept-5-enoate), [OH-].[Na+] (sodium hydroxide), Cl (hydrochloric acid). Reagents/catalysts: [Cl-].[Zn+2].[Cl-] (zinc chloride). The solvent is O1CCCC1 (tetrahydrofuran), O1CCCC1 (tetrahydrofuran), O (water), O (water), ClCCl (dichloromethane), O (water). The product is C(C1=CC=CC=C1)O[C@H]1[C@@H]([C@H](C(C1)=O)C\C=C/CCCC(=O)OCC1=CC=CC=C1)\C=C\C(C(CCCC)(F)F)=O ((5Z)-benzyl 7-[(1R,2R,3R)-3-benzyloxy-2-[(E)-4,4-difluoro-3-oxooct-1-enyl]-5-oxocyclopentyl]hept-5-enoate). RXN SMILES: [OH-].[Na+].COP([CH2:9][C:10](=[O:18])[C:11]([F:17])([F:16])[CH2:12][CH2:13][CH2:14][CH3:15])(=O)OC.[CH2:19]([O:26][C@@H:27]1[CH2:31][C:30](=[O:32])[C@H:29]([CH2:33]/[CH:34]=[CH:35]\[CH2:36][CH2:37][CH2:38][C:39]([O:41][CH2:42][C:43]2[CH:48]=[CH:47][CH:46]=[CH:45][CH:44]=2)=[O:40])[C@H:28]1[CH:49]=O)[C:20]1[CH:25]=[CH:24][CH:23]=[CH:22][CH:21]=1.Cl>O.O1CCCC1.[Cl-].[Zn+2].[Cl-].ClCCl>[CH2:19]([O:26][C@@H:27]1[CH2:31][C:30](=[O:32])[C@H:29]([CH2:33]/[CH:34]=[CH:35]\[CH2:36][CH2:37][CH2:38][C:39]([O:41][CH2:42][C:43]2[CH:44]=[CH:45][CH:46]=[CH:47][CH:48]=2)=[O:40])[C@H:28]1/[CH:49]=[CH:9]/[C:10](=[O:18])[C:11]([F:16])([F:17])[CH2:12][CH2:13][CH2:14][CH3:15])[C:20]1[CH:21]=[CH:22][CH:23]=[CH:24][CH:25]=1 |f:0.1,7.8.9|. Procedure details: To a mixture of zinc chloride (25.0 mmoL) in water (15 mL) at about 10° C. was added 50% sodium hydroxide (49.0 mmoL) followed by water (5 mL). The mixture was stirred vigorously with a mechanical stirred at room temperature. To the mixture was added dimethyl(3,3-difluoro-2-oxoheptyl)phosphonate (17.0 mmoL) in tetrahydrofuran (15 mL). The mixture was stirred at room temperature for about an hour. To the mixture was added (5Z)-benzyl 7-[(1R,2R,3R)-3-benzyloxy-2-formyl-5-oxocyclopentyl]hept-5-enoa... Product: C#Cc1c(C(=O)OCC)ncc2c1ccn2Cc1ccc(F)cc1. As a reaction SMILES: [C:31](=[O:32])([O-:33])[O-:34].[CH2:1]([CH3:2])[O:3][C:4](=[O:5])[c:6]1[c:7]([O:23][S:24]([C:25]([F:26])([F:27])[F:28])(=[O:29])=[O:30])[c:8]2[c:9]([cH:10][n:11]1)[n:12]([CH2:15][c:16]1[cH:17][cH:18][c:19]([F:22])[cH:20][cH:21]1)[cH:13][cH:14]2.[CH:37]([CH3:38])([NH:39][CH:40]([CH3:41])[CH3:42])[CH3:43].[Cu:49][I:50].[K+:35].[K+:36].[O:44]=[CH:45][N:46]([CH3:47])[CH3:48].[Pd:51]([Cl:52])[Cl:53].[c:54]1([P:55]([c:56]2[cH:57][cH:58][cH:59][cH:60][cH:61]2)[c:62]2[cH:63][cH:64][cH:65][cH:66][cH:67]2)[cH:68][cH:69][cH:70][cH:71][cH:72]1.[c:73]1([P:74]([c:75]2[cH:76][cH:77][cH:78][cH:79][cH:80]2)[c:81]2[cH:82][cH:83][cH:84][cH:85][cH:86]2)[cH:87][cH:88][cH:89][cH:90][cH:91]1>>[CH2:1]([CH3:2])[O:3][C:4](=[O:5])[c:6]1[c:7]([C:37]#[CH:38])[c:8]2[c:9]([cH:10][n:11]1)[n:12]([CH2:15][c:16]1[cH:17][cH:18][c:19]([F:22])[cH:20][cH:21]1)[cH:13][cH:14]2. Starting materials: O=C([O-])[O-], CCOC(=O)c1ncc2c(ccn2Cc2ccc(F)cc2)c1OS(=O)(=O)C(F)(F)F, CC(C)NC(C)C, [Cu]I, [K+], [K+], CN(C)C=O, Cl[Pd]Cl, c1ccc(P(c2ccccc2)c2ccccc2)cc1, c1ccc(P(c2ccccc2)c2ccccc2)cc1. Starting materials: ClC1=C(C(=O)O)C=CC=C1O (2-chloro-3-hydroxybenzoic acid), B (borane). Run in O1CCCC1 (tetrahydrofuran), O1CCCC1 (tetrahydrofuran). Conditions: temperature 60 celsius, time 8 hour. Yields the product ClC1=C(C=CC=C1CO)O (2-chloro-3-hydroxymethylphenol). Yield: 68.5%. RXN SMILES: [Cl:1][C:2]1[C:10]([OH:11])=[CH:9][CH:8]=[CH:7][C:3]=1[C:4](O)=[O:5].B>O1CCCC1>[Cl:1][C:2]1[C:3]([CH2:4][OH:5])=[CH:7][CH:8]=[CH:9][C:10]=1[OH:11]. Procedure details: A solution of 2-chloro-3-hydroxybenzoic acid (2.59 g, 15 mmol) in tetrahydrofuran was added dropwise to a solution of borane (48 mmol) in tetrahydrofuran (150 mL) at a temperature of 0° C. The reaction mixture was then warmed to 60° C. and allowed to stir overnight. Upon cooling, the mixture was quenched with water and made basic with 3M sodium hydroxide. The aqueous layer was separated, acidified with 3M hydrochloric acid, and extracted with dichloromethane. The combined organic extracts were d...